Dataset: the Open Reaction Database (ORD), a public repository of structured organic reaction records. Task: describe an organic reaction: reactants, conditions, products, and yield The reactants are NC1=C(C=CC=C1N)OC (2,3-Diaminoanisole), [OH-].[NH4+] (ammonium hydroxide), C(C(O)C)(=O)O (lactic acid), Cl (hydrochloric acid). Conditions: temperature 100 celsius. Yields the product OC(C)C=1NC2=C(N1)C=CC=C2OC (2-(1-Hydroxyethyl)-4-methoxybenzimidazole). Reaction SMILES: [NH2:1][C:2]1[C:7]([NH2:8])=[CH:6][CH:5]=[CH:4][C:3]=1[O:9][CH3:10].[C:11](O)(=O)[CH:12]([CH3:14])[OH:13].Cl.[OH-].[NH4+]>>[OH:13][CH:12]([C:14]1[NH:1][C:2]2[C:3]([O:9][CH3:10])=[CH:4][CH:5]=[CH:6][C:7]=2[N:8]=1)[CH3:11] |f:3.4|. Reported procedure: 2,3-Diaminoanisole (5.88 g) and lactic acid (5.6 ml) were combined, treated with concentrated hydrochloric acid (45 ml) and heated at 100° C. for 18 h. The reaction was cooled to 0° C., neutralised with ammonium hydroxide solution and extracted with ethyl acetate (3×45 ml). The combined organic layers were dried over magnesium sulphate, filtered and the filtrate evaporated in vacuo and the residue purified by flash chromatography on silica eluting with ethyl acetate to yield the desired product ...